Dataset: the Open Reaction Database (ORD), a public repository of structured organic reaction records. Task: describe an organic reaction: reactants, conditions, products, and yield Starting materials: C1CCOC1, CC(O)c1ccccc1, CC(C)(C)OC(=O)N1C(C(N)=O)CCC1c1ccc(O)cc1, CC(C)OC(=O)N=NC(=O)OC(C)C, c1ccc(P(c2ccccc2)c2ccccc2)cc1. Product: CC(Oc1ccc(C2CCC(C(N)=O)N2C(=O)OC(C)(C)C)cc1)c1ccccc1. Reaction SMILES: [CH2:65]1[O:66][CH2:67][CH2:68][CH2:69]1.[CH3:56][CH:57]([OH:58])[c:59]1[cH:60][cH:61][cH:62][cH:63][cH:64]1.[NH2:34][C:35](=[O:36])[CH:37]1[N:38]([C:49](=[O:50])[O:51][C:52]([CH3:53])([CH3:54])[CH3:55])[CH:39]([c:42]2[cH:43][cH:44][c:45]([OH:48])[cH:46][cH:47]2)[CH2:40][CH2:41]1.[O:20]=[C:21]([O:22][CH:23]([CH3:24])[CH3:25])[N:26]=[N:27][C:28]([O:29][CH:30]([CH3:31])[CH3:32])=[O:33].[c:1]1([P:2]([c:3]2[cH:4][cH:5][cH:6][cH:7][cH:8]2)[c:9]2[cH:10][cH:11][cH:12][cH:13][cH:14]2)[cH:15][cH:16][cH:17][cH:18][cH:19]1>>[NH2:34][C:35](=[O:36])[CH:37]1[N:38]([C:49](=[O:50])[O:51][C:52]([CH3:53])([CH3:54])[CH3:55])[CH:39]([c:42]2[cH:43][cH:44][c:45]([O:48][CH:57]([CH3:56])[c:59]3[cH:60][cH:61][cH:62][cH:63][cH:64]3)[cH:46][cH:47]2)[CH2:40][CH2:41]1.